Task: describe an organic reaction: reactants, conditions, products, and yield. Dataset: the Open Reaction Database (ORD), a public repository of structured organic reaction records Starting materials: CCOC(C)=O, CCOc1ccccc1CN, CCCCCC, CCOC(C)=O, CN(C)C=O, O, Oc1cccc2[nH]nnc12, O=C(O)c1ccc2cnccc2n1. Product: CCOc1ccccc1CNC(=O)c1ccc2cnccc2n1. As a reaction SMILES: [C:36]([O:37][CH2:38][CH3:39])(=[O:40])[CH3:41].[CH2:25]([CH3:26])[O:27][c:28]1[c:29]([CH2:30][NH2:31])[cH:32][cH:33][cH:34][cH:35]1.[CH3:42][CH2:43][CH2:44][CH2:45][CH2:46][CH3:47].[CH3:53][CH2:54][O:55][C:56](=[O:57])[CH3:58].[O:48]=[CH:49][N:50]([CH3:51])[CH3:52].[OH2:14].[OH:15][c:16]1[c:17]2[n:18][n:19][nH:20][c:21]2[cH:22][cH:23][cH:24]1.[n:1]1[c:2]([C:11](=[O:12])[OH:13])[cH:3][cH:4][c:5]2[cH:6][n:7][cH:8][cH:9][c:10]12>>[n:1]1[c:2]([C:11](=[O:13])[NH:31][CH2:30][c:29]2[c:28]([O:27][CH2:25][CH3:26])[cH:35][cH:34][cH:33][cH:32]2)[cH:3][cH:4][c:5]2[cH:6][n:7][cH:8][cH:9][c:10]12.